This data is from the Open Reaction Database (ORD), a public repository of structured organic reaction records. The task is: describe an organic reaction: reactants, conditions, products, and yield Product: COc1cc(C(C)C)c(Cc2cnc(SC)nc2N)cc1Cl. The reactants are CCO, COc1cc(C(C)C)c(Cc2cnc(SC)nc2Cl)cc1Cl, N. As a reaction SMILES: [CH3:24][CH2:25][OH:26].[Cl:2][c:3]1[n:4][c:5]([S:22][CH3:23])[n:6][cH:7][c:8]1[CH2:9][c:10]1[c:11]([CH:19]([CH3:20])[CH3:21])[cH:12][c:13]([O:17][CH3:18])[c:14]([Cl:16])[cH:15]1.[NH3:1]>>[NH2:1][c:3]1[n:4][c:5]([S:22][CH3:23])[n:6][cH:7][c:8]1[CH2:9][c:10]1[c:11]([CH:19]([CH3:20])[CH3:21])[cH:12][c:13]([O:17][CH3:18])[c:14]([Cl:16])[cH:15]1.